From a dataset of the Open Reaction Database (ORD), a public repository of structured organic reaction records. describe an organic reaction: reactants, conditions, products, and yield Starting materials: C(#N)C(C)(C)C1=CC=C(C#N)C=C1 (4-(1-cyano-1-methylethyl)benzonitrile), [H-] (hydride). Run in C1CCOC1 (THF), C1(=CC=CC=C1)C (toluene). Run at temperature 0 celsius, time 4 hour. The product is NCC1=CC=C(C=C1)C(C#N)(C)C (2-[4-(aminomethyl)phenyl]-2-methylpropanenitrile). Yield: 38.6%. RXN SMILES: [C:1]([C:3]([C:6]1[CH:13]=[CH:12][C:9]([C:10]#[N:11])=[CH:8][CH:7]=1)([CH3:5])[CH3:4])#[N:2].[H-]>C1COCC1.C1(C)C=CC=CC=1>[NH2:11][CH2:10][C:9]1[CH:12]=[CH:13][C:6]([C:3]([CH3:5])([CH3:4])[C:1]#[N:2])=[CH:7][CH:8]=1. Reported procedure: 4-(1-cyano-1-methylethyl)benzonitrile (2.28 g, 13.41 mmol) is dissolved in dry THF and the solution cooled to 0° C. Red-A1 (85% soln in toluene, 2.62 ml, 13.41 mmol of hydride) is added and the reaction stirred at 0° C. for 4 hours. The mixture is quenched with methanol and concentrated under vacuo. The residue is dissolved in CH2Cl2, washed with 2 portions of water, dried over magnesium sulfate, filtered and evaporated to dryness. The crude is purified by normal phase MPLC (SiO2, DCM to DCM/MeO... Reported procedure: A mixture of 0.42 g (2.0 mmol) of trans-4-methylaminomethyl-cyclohexanecarboxylic acid•HCl, 1.85 mL (1.1 mmol) of Huenig's base and 0.57 g (2.4 mmol) of 2,5-dibromo-pyrimidine [Brown and Arantz, J. Chem. Soc. C Issue 10, 1889-1891 (1971)] in 2 mL of DMA was placed in the microwave and heated to 120° C. for 1 h. The solvent was evaporated, partitioned between Et2O (×3)/aqueous 10% KH2PO4, dried over Na2SO4 and evaporated to yield 0.604 g (92%) of trans-4-{[(5-bromo-pyrimidin-2-yl)-methyl-amino]-m... Isolated yield 92.0%. Conditions: temperature 120 celsius. Reactants: CNC[C@@H]1CC[C@H](CC1)C(=O)O.Cl (trans-4-methylaminomethyl-cyclohexanecarboxylic acid•HCl), CCN(C(C)C)C(C)C (Huenig's base), BrC1=NC=C(C=N1)Br (2,5-dibromo-pyrimidine). Reaction SMILES: [CH3:1][NH:2][CH2:3][C@H:4]1[CH2:9][CH2:8][C@H:7]([C:10]([OH:12])=[O:11])[CH2:6][CH2:5]1.Cl.CCN(C(C)C)C(C)C.Br[C:24]1[N:29]=[CH:28][C:27]([Br:30])=[CH:26][N:25]=1>CC(N(C)C)=O>[Br:30][C:27]1[CH:26]=[N:25][C:24]([N:2]([CH2:3][C@H:4]2[CH2:9][CH2:8][C@H:7]([C:10]([OH:12])=[O:11])[CH2:6][CH2:5]2)[CH3:1])=[N:29][CH:28]=1 |f:0.1|. Run in CC(=O)N(C)C (DMA). Yields the product BrC=1C=NC(=NC1)N(C)C[C@@H]1CC[C@H](CC1)C(=O)O (trans-4-{[(5-bromo-pyrimidin-2-yl)-methyl-amino]-methyl}-cyclohexanecarboxylic acid). Reactants: C(C)(C)C=1C(=NC=CC1)CNCC1=NC=CC=C1C ((3-isopropyl-pyridin-2-ylmethyl)-(3-methyl-pyridin-2-ylmethyl)-amine), COC(C1=C(C=CC(=C1)C#N)CBr)=O (2-bromomethyl-5-cyano-benzoic acid methyl ester), CCN(C(C)C)C(C)C (DIPEA). Solvent: CC#N (CH3CN). Yields the product COC(C1=C(C=CC(=C1)C#N)CN(CC1=NC=CC=C1C)CC1=NC=CC=C1C(C)C)=O (5-Cyano-2-{[(3-isopropyl-pyridin-2-ylmethyl)-(3-methyl-pyridin-2-ylmethyl)-amino]-methyl}-benzoic acid methyl ester). RXN SMILES: [CH:1]([C:4]1[C:5]([CH2:10][NH:11][CH2:12][C:13]2[C:18]([CH3:19])=[CH:17][CH:16]=[CH:15][N:14]=2)=[N:6][CH:7]=[CH:8][CH:9]=1)([CH3:3])[CH3:2].[CH3:20][O:21][C:22](=[O:33])[C:23]1[CH:28]=[C:27]([C:29]#[N:30])[CH:26]=[CH:25][C:24]=1[CH2:31]Br.CCN(C(C)C)C(C)C>CC#N>[CH3:20][O:21][C:22](=[O:33])[C:23]1[CH:28]=[C:27]([C:29]#[N:30])[CH:26]=[CH:25][C:24]=1[CH2:31][N:11]([CH2:10][C:5]1[C:4]([CH:1]([CH3:3])[CH3:2])=[CH:9][CH:8]=[CH:7][N:6]=1)[CH2:12][C:13]1[C:18]([CH3:19])=[CH:17][CH:16]=[CH:15][N:14]=1. Reported procedure: Using General Procedure A: Reaction of (3-isopropyl-pyridin-2-ylmethyl)-(3-methyl-pyridin-2-ylmethyl)-amine, 2-bromomethyl-5-cyano-benzoic acid methyl ester, and DIPEA in CH3CN gave 5-Cyano-2-{[(3-isopropyl-pyridin-2-ylmethyl)-(3-methyl-pyridin-2-ylmethyl)-amino]-methyl}-benzoic acid methyl ester as a yellow oil. The reactants are CN(CCC=1OC=CC1)C (N,N-Dimethyl-2-furanethanamine), C=O (formaldehyde), [OH-].[Na+] (sodium hydroxide). Run in C(C)(=O)O (acetic acid). The product is CN(C)CCC1=CC=C(O1)CO (5-[2-(N,N-Dimethylamino)ethyl]-2-furanmethanol). RXN SMILES: [CH3:1][N:2]([CH3:10])[CH2:3][CH2:4][C:5]1[O:6][CH:7]=[CH:8][CH:9]=1.[CH2:11]=[O:12].[OH-].[Na+]>C(O)(=O)C>[CH3:1][N:2]([CH2:3][CH2:4][C:5]1[O:6][C:7]([CH2:11][OH:12])=[CH:8][CH:9]=1)[CH3:10] |f:2.3|. Procedure: N,N-Dimethyl-2-furanethanamine (9.8 g), 30% aqueous formaldehyde (17.5 g) and glacial acetic acid (18 ml) were heated at 70° for 5 hr. The reaction was cooled, basified with sodium hydroxide and extracted with ether. The organic extracts were distilled to give an oil b.p. 90°-100° (0.5 mm). Found: C, 64.0; H, 8.9; N, 8.0. C9H15NO2 requires: C, 63.9; H, 8.9; N, 8.2%. The reactants are C(CCCCCCCCCO)O (1,10-decanediol), Cl (hydrochloric acid). The product is ClCCCCCCCCCCO (10-chlorodecan-1-ol), dichloride. Reaction SMILES: [CH2:1](O)[CH2:2][CH2:3][CH2:4][CH2:5][CH2:6][CH2:7][CH2:8][CH2:9][CH2:10][OH:11].[ClH:13]>>[Cl:13][CH2:1][CH2:2][CH2:3][CH2:4][CH2:5][CH2:6][CH2:7][CH2:8][CH2:9][CH2:10][OH:11]. Reported procedure: The compounds in the composition are available commercially or can be prepared synthetically in accordance with the procedure described by S. Voerman in Agric. Ecosystems Environ. 21 31-41 (1988). The synthesis of I is shown in FIG. 1. In brief, 1,10-decanediol (III) is reacted with concentrated hydrochloric acid. Continuous extraction of the reaction mixture with petroleum ether (b.p. 100°-140° C.) gives 10-chlorodecan-1-ol (IV) free of dichloride. IV is reacted with an equimolar quantity of di... Reactants: CC(C)CC(OCc1ccc(-c2ccc(N3CCN(C(=O)OC(C)(C)C)CC3)cc2)cc1)C(=O)NCC#N, O=C([O-])O, CCOC(C)=O, CS(=O)(=O)O, CCOCC, [Na+], C1CCOC1. Product: CC(C)CC(OCc1ccc(-c2ccc(N3CCNCC3)cc2)cc1)C(=O)NCC#N. RXN SMILES: [C:1](#[N:2])[CH2:3][NH:4][C:5](=[O:6])[CH:7]([CH2:8][CH:9]([CH3:10])[CH3:11])[O:12][CH2:13][c:14]1[cH:15][cH:16][c:17](-[c:20]2[cH:21][cH:22][c:23]([N:26]3[CH2:27][CH2:28][N:29]([C:32]([O:33][C:34]([CH3:35])([CH3:36])[CH3:37])=[O:38])[CH2:30][CH2:31]3)[cH:24][cH:25]2)[cH:18][cH:19]1.[C:60](=[O:61])([OH:62])[O-:63].[CH2:54]([O:55][C:56](=[O:57])[CH3:58])[CH3:59].[CH3:39][S:40](=[O:41])(=[O:42])[OH:43].[CH3:49][CH2:50][O:51][CH2:52][CH3:53].[Na+:64].[O:44]1[CH2:45][CH2:46][CH2:47][CH2:48]1>>[C:1](#[N:2])[CH2:3][NH:4][C:5](=[O:6])[CH:7]([CH2:8][CH:9]([CH3:10])[CH3:11])[O:12][CH2:13][c:14]1[cH:15][cH:16][c:17](-[c:20]2[cH:21][cH:22][c:23]([N:26]3[CH2:27][CH2:28][NH:29][CH2:30][CH2:31]3)[cH:24][cH:25]2)[cH:18][cH:19]1. The reactants are OC1C=C(C(C1)=O)CC#C (4-hydroxy-2-(2-propynyl)-2-cyclopenten-1-one), N1C=NC=C1 (imidazole), C(C)[Si](CC)(CC)Cl (triethylsilyl chloride). Run in CN(C=O)C (dimethylformamide), CCOCC (ether). Product: C(C#C)C=1C(CC(C1)O[Si](CC)(CC)CC)=O (2-(2-propynyl)-4-[(triethylsilyl)oxy]-2-cyclopenten-1-one). Yield: 80.3%. Reaction SMILES: [OH:1][CH:2]1[CH2:6][C:5](=[O:7])[C:4]([CH2:8][C:9]#[CH:10])=[CH:3]1.N1C=CN=C1.[CH2:16]([Si:18](Cl)([CH2:21][CH3:22])[CH2:19][CH3:20])[CH3:17]>CN(C)C=O.CCOCC>[CH2:8]([C:4]1[C:5](=[O:7])[CH2:6][CH:2]([O:1][Si:18]([CH2:21][CH3:22])([CH2:19][CH3:20])[CH2:16][CH3:17])[CH:3]=1)[C:9]#[CH:10]. Procedure details: A solution of 250 mg (1.84 mmole) of the title compound of Example 2 in 4 ml of dimethylformamide was treated successively with 200 mg (3 mmole) of imidazole and 300 mg (2 mmole) of triethylsilyl chloride. After stirring for thirty minutes, the reaction mixture was diluted with ether, washed with water, dried over sodium sulfate, filtered, and concentrated to dryness. The crude material was chromatographed on silica gel to give 0.37 g of the title compound as an oil. Structure assignment was con...